Dataset: the Open Reaction Database (ORD), a public repository of structured organic reaction records. Task: describe an organic reaction: reactants, conditions, products, and yield The reactants are COc1cc2ncnc(Oc3ccc4[nH]ccc4c3F)c2cc1OCc1ccccc1, O=C[O-], [NH4+], CN(C)C=O, O. As a reaction SMILES: [CH2:1]([c:2]1[cH:3][cH:4][cH:5][cH:6][cH:7]1)[O:8][c:9]1[cH:10][c:11]2[c:12]([O:21][c:22]3[c:23]([F:31])[c:24]4[cH:25][cH:26][nH:27][c:28]4[cH:29][cH:30]3)[n:13][cH:14][n:15][c:16]2[cH:17][c:18]1[O:19][CH3:20].[CH:32]([O-:33])=[O:34].[NH4+:35].[O:37]=[CH:38][N:39]([CH3:40])[CH3:41].[OH2:36]>>[OH:8][c:9]1[cH:10][c:11]2[c:12]([O:21][c:22]3[c:23]([F:31])[c:24]4[cH:25][cH:26][nH:27][c:28]4[cH:29][cH:30]3)[n:13][cH:14][n:15][c:16]2[cH:17][c:18]1[O:19][CH3:20]. Product: COc1cc2ncnc(Oc3ccc4[nH]ccc4c3F)c2cc1O. Reactants: NC1=CC2=C(CCN(CC2)CC(=O)N(C)C)C=C1OC (2-(7-amino-8-methoxy-1,2,4,5-tetrahydro-benzo[d]azepin-3-yl)-N,N-dimethyl-acetamide), CNC(=O)C1(CC1)NC1=NC(=NC=C1Cl)Cl (1-(2,5-dichloro-pyrimidin-4-ylamino)-cyclopropane carboxylic acid methylamide), CNC(=O)C1(CC1)NC1=NC(=NC=C1Cl)NC1=CC2=C(CCN(CC2)CCOC)C=C1OC (1-{5-chloro-2-[8-methoxy-3-(2-methoxy-ethyl)-2,3,4,5-tetrahydro-1H-benzo[d]azepin-7-ylamino]-pyrimidin-4-ylamino}-cyclopropane carboxylic acid methylamide). Yields the product CNC(=O)C1(CC1)NC1=NC(=NC=C1Cl)NC1=CC2=C(CCN(CC2)CC(N(C)C)=O)C=C1OC (1-[5-Chloro-2-(3-dimethylcarbamoylmethyl-8-methoxy-2,3,4,5-tetrahydro-1H-benzo[d]azepin-7-ylamino)-pyrimidin-4-ylamino]-cyclopropanecarboxylic acid methylamide). As a reaction SMILES: [NH2:1][C:2]1[C:18]([O:19][CH3:20])=[CH:17][C:5]2[CH2:6][CH2:7][N:8]([CH2:11][C:12]([N:14]([CH3:16])[CH3:15])=[O:13])[CH2:9][CH2:10][C:4]=2[CH:3]=1.[CH3:21][NH:22][C:23]([C:25]1([NH:28][C:29]2[C:34]([Cl:35])=[CH:33][N:32]=[C:31](Cl)[N:30]=2)[CH2:27][CH2:26]1)=[O:24].CNC(C1(NC2C(Cl)=CN=C(NC3C(OC)=CC4CCN(CCOC)CCC=4C=3)N=2)CC1)=O>>[CH3:21][NH:22][C:23]([C:25]1([NH:28][C:29]2[C:34]([Cl:35])=[CH:33][N:32]=[C:31]([NH:1][C:2]3[C:18]([O:19][CH3:20])=[CH:17][C:5]4[CH2:6][CH2:7][N:8]([CH2:11][C:12](=[O:13])[N:14]([CH3:16])[CH3:15])[CH2:9][CH2:10][C:4]=4[CH:3]=3)[N:30]=2)[CH2:27][CH2:26]1)=[O:24]. Reported procedure: Following a procedure similar to Example 258c, 2-(7-amino-8-methoxy-1,2,4,5-tetrahydro-benzo[d]azepin-3-yl)-N,N-dimethyl-acetamide and 1-(2,5-dichloro-pyrimidin-4-ylamino)-cyclopropane carboxylic acid methylamide were converted to 1-{5-chloro-2-[8-methoxy-3-(2-methoxy-ethyl)-2,3,4,5-tetrahydro-1H-benzo[d]azepin-7-ylamino]-pyrimidin-4-ylamino}-cyclopropane carboxylic acid methylamide as a white solid (28 mg, 19%). MP: 118-125° C.; 1H-NMR (CDCl3) 8.21 (s, 1H), 7.97 (s, 1H), 7.63 (br s, 1H), 6.63 (...